Dataset: the Open Reaction Database (ORD), a public repository of structured organic reaction records. Task: describe an organic reaction: reactants, conditions, products, and yield Reactants: BrC=1C=C2C(=NC1[C@H](C)NC(OC(C)(C)C)=O)C=CN2C ((S)-tert-butyl (1-(6-bromo-1-methyl-1H-pyrrolo[3,2-b]pyridin-5-yl)ethyl)carbamate), CC1=NOC(=C1B1OC(C(O1)(C)C)(C)C)C (3,5-dimethyl-4-(4,4,5,5-tetramethyl-1,3,2-dioxaborolan-2-yl)isoxazole), C([O-])([O-])=O.[K+].[K+] (potassium carbonate). Reagents/catalysts: C1=CC=C(C=C1)P([C-]2C=CC=C2)C3=CC=CC=C3.C1=CC=C(C=C1)P([C-]2C=CC=C2)C3=CC=CC=C3.Cl[Pd]Cl.[Fe+2].C(Cl)Cl (PdCl2(dppf) CH2Cl2). The solvent is O1CCOCC1 (dioxane), CCOC(=O)C (EtOAc). Yields the product CC1=NOC(=C1C=1C=C2C(=NC1[C@H](C)NC(OC(C)(C)C)=O)C=CN2C)C (tert-Butyl ((1S)-1-(6-(3,5-dimethylisoxazol-4-yl)-1-methyl-1H-pyrrolo[3,2-b]pyridin-5-yl)ethyl)carbamate), oil. The yield is 100.0%. Reaction SMILES: Br[C:2]1[CH:3]=[C:4]2[N:20]([CH3:21])[CH:19]=[CH:18][C:5]2=[N:6][C:7]=1[C@@H:8]([NH:10][C:11](=[O:17])[O:12][C:13]([CH3:16])([CH3:15])[CH3:14])[CH3:9].[CH3:22][C:23]1[C:27](B2OC(C)(C)C(C)(C)O2)=[C:26]([CH3:37])[O:25][N:24]=1.C(=O)([O-])[O-].[K+].[K+]>O1CCOCC1.CCOC(C)=O.C1C=CC(P(C2C=CC=CC=2)[C-]2C=CC=C2)=CC=1.C1C=CC(P(C2C=CC=CC=2)[C-]2C=CC=C2)=CC=1.Cl[Pd]Cl.[Fe+2].C(Cl)Cl>[CH3:22][C:23]1[C:27]([C:2]2[CH:3]=[C:4]3[N:20]([CH3:21])[CH:19]=[CH:18][C:5]3=[N:6][C:7]=2[C@@H:8]([NH:10][C:11](=[O:17])[O:12][C:13]([CH3:16])([CH3:15])[CH3:14])[CH3:9])=[C:26]([CH3:37])[O:25][N:24]=1 |f:2.3.4,7.8.9.10.11|. Procedure details: A solution of (S)-tert-butyl (1-(6-bromo-1-methyl-1H-pyrrolo[3,2-b]pyridin-5-yl)ethyl)carbamate (100 mg, 0.282 mmol), 3,5-dimethyl-4-(4,4,5,5-tetramethyl-1,3,2-dioxaborolan-2-yl)isoxazole (126 mg, 0.565 mmol) and PdCl2(dppf)-CH2Cl2 adduct (11 mg, 0.014 mmol) in dioxane (1.0 mL) and 3 M aqueous potassium carbonate (1.01 mL, 3.02 mmol) were heated at 120° C. for 1 hour in a microwave reactor. The mixture was diluted with EtOAc (50 mL), washed with saturated aqueous ammonium chloride (50 mL) and br... Reactants: [OH-].[K+] (Potassium hydroxide), C(=S)=S (Carbon disulfide), N1C(=CC=C1)C(=O)NN (1H-pyrrole-2-carbohydrazide), N1C(=CC=C1)C(=O)NN (1H-pyrrole-2-carbohydrazide), C(=S)=S (carbon disulfide), Cl (hydrochloric acid). The solvent is CO (methanol). Run at time 30 minute. The product is N1C(=CC=C1)C1=NN=C(O1)S (5-(1H-pyrrol-2-yl)-1,3,4-oxadiazole-2-thiol). As a reaction SMILES: [OH-].[K+].[NH:3]1[CH:7]=[CH:6][CH:5]=[C:4]1[C:8]([NH:10][NH2:11])=[O:9].[C:12](=S)=[S:13].Cl>CO>[NH:3]1[CH:7]=[CH:6][CH:5]=[C:4]1[C:8]1[O:9][C:12]([SH:13])=[N:11][N:10]=1 |f:0.1|. Reported procedure: Potassium hydroxide (4.78 g, 85.3 mmol) was solved in methanol (125 ml). 1H-pyrrole-2-carbohydrazide (Compound C) (9.7 g, 77.5 mmol) was added and the mixture was stirred for 30 minutes. Carbon disulfide (14.7 g, 193.8 mmol) was added to the mixture followed by stirring at 65° C. for 15 h. Another equivalent of carbon disulfide (5.90 g, 77.5 mmol) was added followed by stirring at 65° C. for 4 days. Aqueous hydrochloric acid (1 M) was added in excess quantity, the mixture was stirred and filtere... Starting materials: CC(=O)O[BH-](OC(C)=O)OC(C)=O, COc1ccc2c(c1)CCNCC2, CC(Cl)Cl, Cl, [Na+], [Na+], [OH-], O. The product is COc1ccc2c(c1)CCN(C)CC2. Reaction SMILES: [C:15]([O:16][BH-:17]([O:18][C:19](=[O:20])[CH3:21])[O:22][C:23](=[O:24])[CH3:25])(=[O:26])[CH3:27].[CH3:2][O:3][c:4]1[cH:5][c:6]2[c:7]([cH:13][cH:14]1)[CH2:8][CH2:9][NH:10][CH2:11][CH2:12]2.[Cl:32][CH:33]([Cl:34])[CH3:35].[ClH:1].[Na+:28].[Na+:31].[OH-:30].[OH2:29]>>[CH3:2][O:3][c:4]1[cH:5][c:6]2[c:7]([cH:13][cH:14]1)[CH2:8][CH2:9][N:10]([CH3:15])[CH2:11][CH2:12]2. Starting materials: Cc1cc(NCC2CCC3CNCCN3C2)c2ccccc2n1, FC(F)(F)c1nnc2ccc(Cl)nn12. Product: Cc1cc(NCC2CCC3CN(c4ccc5nnc(C(F)(F)F)n5n4)CCN3C2)c2ccccc2n1. As a reaction SMILES: [CH2:1]1[CH:2]2[N:3]([CH2:4][CH2:5][NH:6]1)[CH2:7][CH:8]([CH2:11][NH:12][c:13]1[cH:14][c:15]([CH3:23])[n:16][c:17]3[cH:18][cH:19][cH:20][cH:21][c:22]13)[CH2:9][CH2:10]2.[Cl:24][c:25]1[cH:26][cH:27][c:28]2[n:29]([n:30]1)[c:31]([C:34]([F:35])([F:36])[F:37])[n:32][n:33]2>>[CH2:1]1[CH:2]2[N:3]([CH2:4][CH2:5][N:6]1[c:25]1[cH:26][cH:27][c:28]3[n:29]([n:30]1)[c:31]([C:34]([F:35])([F:36])[F:37])[n:32][n:33]3)[CH2:7][CH:8]([CH2:11][NH:12][c:13]1[cH:14][c:15]([CH3:23])[n:16][c:17]3[cH:18][cH:19][cH:20][cH:21][c:22]13)[CH2:9][CH2:10]2. The reactants are [H-].CN1C(CNCC1)[Al+]C1N(CCNC1)C (Bis(N-methylpiperazinyl)aluminum hydride), C(=O)(OC(C)(C)C)NC(C(=O)O)(C)C (N-Boc-2-aminoisobutyric acid), CCOCC (Ether). Run in O1CCCC1 (tetrahydrofuran). Reaction conditions: temperature 0 celsius. Product: C(=O)(OC(C)(C)C)NC(C=O)(C)C (N-Boc-2-amino-2-methylpropanal). Reaction SMILES: [C:1]([NH:8][C:9]([CH3:14])([CH3:13])[C:10](O)=[O:11])([O:3][C:4]([CH3:7])([CH3:6])[CH3:5])=[O:2].[H-].CN1CCNCC1[Al+]C1CNCCN1C.CCOCC>O1CCCC1>[C:1]([NH:8][C:9]([CH3:14])([CH3:13])[CH:10]=[O:11])([O:3][C:4]([CH3:5])([CH3:6])[CH3:7])=[O:2] |f:1.2|. Procedure: N-Boc-2-aminoisobutyric acid is dissolved in tetrahydrofuran and stirred at 0° C. under argon. Bis(N-methylpiperazinyl)aluminum hydride is added and the reaction mixture heated to reflux overnight. Ether is then added, and the excess hydride is quenched with saturated NaCl. The aqueous phase is separated and extracted with ether. The combined organic phases are washed with 2M NaOH, 2M HCl and saturated NaCl. The solution is dried over NaSO4 and evaporated to yield N-Boc-2-amino-2-methylpropanal. The reactants are CC(=O)OC(C)=O, CC(=O)O, CCOC(C)=O, [Zn], CC(=O)SC1COC(CN(OCc2ccccc2)C(=O)OCC(Cl)(Cl)Cl)C1. Product: CC(=O)SC1COC(CN(OCc2ccccc2)C(C)=O)C1. Reaction SMILES: [CH3:28][C:29]([O:30][C:31](=[O:32])[CH3:33])=[O:34].[CH3:35][C:36](=[O:37])[OH:38].[CH3:39][CH2:40][O:41][C:42](=[O:43])[CH3:44].[Zn:45].[c:1]1([CH2:7][O:8][N:9]([C:10](=[O:11])[O:12][CH2:13][C:14]([Cl:15])([Cl:16])[Cl:17])[CH2:18][CH:19]2[CH2:20][CH:21]([S:24][C:25]([CH3:26])=[O:27])[CH2:22][O:23]2)[cH:2][cH:3][cH:4][cH:5][cH:6]1>>[c:1]1([CH2:7][O:8][N:9]([C:10](=[O:11])[CH3:28])[CH2:18][CH:19]2[CH2:20][CH:21]([S:24][C:25]([CH3:26])=[O:27])[CH2:22][O:23]2)[cH:2][cH:3][cH:4][cH:5][cH:6]1. Reactants: Cc1onc(-c2ccccc2)c1-c1cn(-c2cccc(C(=O)O)c2)cn1, NC1CCCC1. Product: Cc1onc(-c2ccccc2)c1-c1cn(-c2cccc(C(=O)NC3CCCC3)c2)cn1. Reaction SMILES: [CH3:7][c:8]1[c:9](-[c:19]2[n:20][cH:21][n:22](-[c:24]3[cH:25][c:26]([C:27](=[O:28])[OH:29])[cH:30][cH:31][cH:32]3)[cH:23]2)[c:10](-[c:13]2[cH:14][cH:15][cH:16][cH:17][cH:18]2)[n:11][o:12]1.[CH:1]1([NH2:6])[CH2:2][CH2:3][CH2:4][CH2:5]1>>[CH:1]1([NH:6][C:27]([c:26]2[cH:25][c:24](-[n:22]3[cH:21][n:20][c:19](-[c:9]4[c:8]([CH3:7])[o:12][n:11][c:10]4-[c:13]4[cH:14][cH:15][cH:16][cH:17][cH:18]4)[cH:23]3)[cH:32][cH:31][cH:30]2)=[O:28])[CH2:2][CH2:3][CH2:4][CH2:5]1. Reactants: ClC=1C=C(C(=CC1Cl)[N+](=O)[O-])O (3,4-dichloro-6-nitrophenol), [OH-].[NH4+] (ammonium hydroxide), S(=O)([O-])S(=O)[O-].[Na+].[Na+] (sodium dithionite). Run in O (water). Conditions: time 2 hour. Yields the product ClC=1C=C(C(=CC1Cl)N)O (3,4-dichloro-6-aminophenol). RXN SMILES: [Cl:1][C:2]1[CH:3]=[C:4]([OH:12])[C:5]([N+:9]([O-])=O)=[CH:6][C:7]=1[Cl:8].[OH-].[NH4+].S(S([O-])=O)([O-])=O.[Na+].[Na+]>O>[Cl:1][C:2]1[CH:3]=[C:4]([OH:12])[C:5]([NH2:9])=[CH:6][C:7]=1[Cl:8] |f:1.2,3.4.5|. Procedure: 106 g of 9A was suspended in 636 ml of water. 233 ml of ammonium hydroxide was added. 239.2 g of sodium dithionite was added over a period of about two hours at such a rate that the temperature of the reaction mixture was kept at about 50° C. The mixture was stirred at room temperature for two hours. The solid product was filtered, and extracted with methanol. Evaporation of the solvent from the extract gave 3,4-dichloro-6-aminophenol (9B).